From a dataset of the Open Reaction Database (ORD), a public repository of structured organic reaction records. describe an organic reaction: reactants, conditions, products, and yield Reactants: O=C([O-])[O-], CCN(CC)CCn1c(=O)[nH]c2c(C(F)(F)F)cc(C#N)cc21, CN(C)C=O, FC(F)(F)c1ccccc1CBr, [K+], [K+]. The product is CCN(CC)CCn1c(=O)n(Cc2ccccc2C(F)(F)F)c2c(C(F)(F)F)cc(C#N)cc21. Reaction SMILES: [C:36](=[O:37])([O-:38])[O-:39].[CH2:1]([CH3:2])[N:3]([CH2:4][CH2:5][n:6]1[c:7](=[O:21])[nH:8][c:9]2[c:10]1[cH:11][c:12]([C:19]#[N:20])[cH:13][c:14]2[C:15]([F:16])([F:17])[F:18])[CH2:22][CH3:23].[CH3:42][N:43]([CH3:44])[CH:45]=[O:46].[F:24][C:25]([c:26]1[c:27]([CH2:28][Br:29])[cH:30][cH:31][cH:32][cH:33]1)([F:34])[F:35].[K+:40].[K+:41]>>[CH2:1]([CH3:2])[N:3]([CH2:4][CH2:5][n:6]1[c:7](=[O:21])[n:8]([CH2:28][c:27]2[c:26]([C:25]([F:24])([F:34])[F:35])[cH:33][cH:32][cH:31][cH:30]2)[c:9]2[c:10]1[cH:11][c:12]([C:19]#[N:20])[cH:13][c:14]2[C:15]([F:16])([F:17])[F:18])[CH2:22][CH3:23]. Starting materials: ClC1=CC=C(C=C1)C1(N2C(C3=CC=CC=C13)=NC=C2)CCC(=O)N2CCC(CC2)C(C)=O (1-(1-{3-[5-(4-chlorophenyl)-5H-imidazo[2,1-a]isoindol-5-yl]propanoyl}piperidin-4-yl)ethanone), C[Mg+].[Br-] (MeMgBr). Run in C1CCOC1 (THF). Reaction conditions: time 30 minute. Product: ClC1=CC=C(C=C1)C1(N2C(C3=CC=CC=C13)=NC=C2)CCC(=O)N2CCC(CC2)C(C)(C)O (2-(1-{3-[5-(4-chlorophenyl)-5H-imidazo[2,1-a]isoindol-5-yl]propanoyl}piperidin-4-yl)propan-2-ol). As a reaction SMILES: [Cl:1][C:2]1[CH:7]=[CH:6][C:5]([C:8]2([CH2:20][CH2:21][C:22]([N:24]3[CH2:29][CH2:28][CH:27]([C:30](=[O:32])[CH3:31])[CH2:26][CH2:25]3)=[O:23])[C:16]3[C:11](=[CH:12][CH:13]=[CH:14][CH:15]=3)[C:10]3=[N:17][CH:18]=[CH:19][N:9]23)=[CH:4][CH:3]=1.[CH3:33][Mg+].[Br-]>C1COCC1>[Cl:1][C:2]1[CH:7]=[CH:6][C:5]([C:8]2([CH2:20][CH2:21][C:22]([N:24]3[CH2:25][CH2:26][CH:27]([C:30]([OH:32])([CH3:33])[CH3:31])[CH2:28][CH2:29]3)=[O:23])[C:16]3[C:11](=[CH:12][CH:13]=[CH:14][CH:15]=3)[C:10]3=[N:17][CH:18]=[CH:19][N:9]23)=[CH:4][CH:3]=1 |f:1.2|. Procedure details: To a solution of 1-(1-{3-[5-(4-chlorophenyl)-5H-imidazo[2,1-a]isoindol-5-yl]propanoyl}piperidin-4-yl)ethanone (25 mg) in THF (0.8 mL) at −78° C. was added a solution of MeMgBr (0.028 mL, 3 M in ether). The cooling bath was then removed and the reaction mixture was stirred at room temperature for 30 minutes. It was then cooled back to −78° C., 0.15 mL more Grignard solution added, cooling bath removed and was stirred at room temperature for 20 minutes. Reaction was quenched with saturated aqueous... Reactants: CN=C=S (methyl isothiocyanate), compound, NC1=NNC(=N1)CC1=CC=CC=C1 (3-Amino-5-benzyl-1H-1,2,4-triazole), Cl (Hydrochloric acid), [OH-].[Na+] (sodium hydroxide). The solvent is O1CCCC1 (tetrahydrofuran). Reaction conditions: time 17 hour. Yields the product NC1=NC(=NN1C(=S)NC)CC1=CC=CC=C1 (5-Amino-3-benzyl-1-[methylamino(thiocarbonyl)]-1H-1,2,4-triazole). Isolated yield 40.0%. As a reaction SMILES: [NH2:1][C:2]1[N:6]=[C:5]([CH2:7][C:8]2[CH:13]=[CH:12][CH:11]=[CH:10][CH:9]=2)[NH:4][N:3]=1.[OH-].[Na+].[CH3:16][N:17]=[C:18]=[S:19].Cl>O1CCCC1>[NH2:1][C:2]1[N:3]([C:18]([NH:17][CH3:16])=[S:19])[N:4]=[C:5]([CH2:7][C:8]2[CH:9]=[CH:10][CH:11]=[CH:12][CH:13]=2)[N:6]=1 |f:1.2|. Procedure details: The synthesis method of Example 7-(3) was applied. The compound (6.17 g) obtained in (1) above, a 0.77N aqueous sodium hydroxide solution (40 ml), methyl isothiocyanate (2.86 g) and tetrahydrofuran (40 ml) were used as reagents and the mixture was stirred at room temperature for 17 hours. 2N Hydrochloric acid (19 ml) was added to neutralize the mixture. The resulting crystals were collected by filtration and washed with hexane-ethyl acetate to give 3.55 g of white powdery crystals (yield 40%). Reactants: [N-]=[N+]=[N-].[Na+] (sodium azide), [N-]=[N+]=[N-] (azide), [Si](C)(C)(C(C)(C)C)OC1CN(C1)C1=C(C=C(C=C1)N1C(O[C@@H](C1)CCS(=O)(=O)[O-])=O)F ((R)-[[3-[4-[3-[(tert-butyldimethylsilyl)oxy]-1-azetidinyl]-3-fluorophenyl]-2-oxo-5-oxazolidinyl]methyl]methanesulfonate), CO.C(Cl)(Cl)Cl (methanol chloroform). The solvent is CN(C=O)C (N,N-dimethylformamide), C(C)(=O)OCC (ethyl acetate). Conditions: temperature 65 celsius. The product is [Si](C)(C)(C(C)(C)C)OC1CN(C1)C1=C(C=C(C=C1)N1C(O[C@H](C1)CN=[N+]=[N-])=O)F ((R)-[[3-[4-[3-[(tert-butyldimethylsilyl)oxy]-1-azetidinyl]-3-fluorophenyl]-2-oxo-5-oxazolidinyl]methyl]azide). As a reaction SMILES: [Si:1]([O:8][CH:9]1[CH2:12][N:11]([C:13]2[CH:18]=[CH:17][C:16]([N:19]3[CH2:23][C@@H:22]([CH2:24]CS([O-])(=O)=O)[O:21][C:20]3=[O:30])=[CH:15][C:14]=2[F:31])[CH2:10]1)([C:4]([CH3:7])([CH3:6])[CH3:5])([CH3:3])[CH3:2].[N-:32]=[N+:33]=[N-:34].[Na+].CO.C(Cl)(Cl)Cl.[N-]=[N+]=[N-]>CN(C)C=O.C(OCC)(=O)C>[Si:1]([O:8][CH:9]1[CH2:12][N:11]([C:13]2[CH:18]=[CH:17][C:16]([N:19]3[CH2:23][C@H:22]([CH2:24][N:32]=[N+:33]=[N-:34])[O:21][C:20]3=[O:30])=[CH:15][C:14]=2[F:31])[CH2:10]1)([C:4]([CH3:7])([CH3:6])[CH3:5])([CH3:3])[CH3:2] |f:1.2,3.4|. Procedure: Crude (R)-[[3-[4-[3-[(tert-butyldimethylsilyl)oxy]-1-azetidinyl]-3-fluorophenyl]-2-oxo-5-oxazolidinyl]methyl]methanesulfonate (9.42 mmol) was dissolved in dry N,N-dimethylformamide (50 mL) and treated with sodium azide (4.42 g, 68.0 mmol) at ambient temperature. The reaction mixture was warmed to 65° C. under nitrogen for 4 h. TLC analysis (5% methanol/chloroform) at this time revealed the reaction to be complete. The reaction mire was diluted with ethyl acetate (100 mL) and washed with water (3... Reaction conditions: time 8 hour. RXN SMILES: [OH:1][CH2:2][C:3]1[C:12]2[C:11]([CH3:14])([CH3:13])[CH2:10][CH2:9][C:8]([CH3:16])([CH3:15])[C:7]=2[CH:6]=[CH:5][C:4]=1[CH2:17][NH:18][C:19]([C:21]1[CH:32]=[CH:31][C:24]([C:25]([O:27][CH2:28][CH:29]=[CH2:30])=[O:26])=[CH:23][CH:22]=1)=[O:20].N1C=CC=CC=1.[C:39](OC(=O)C)(=[O:41])[CH3:40]>O>[C:39]([O:1][CH2:2][C:3]1[C:12]2[C:11]([CH3:13])([CH3:14])[CH2:10][CH2:9][C:8]([CH3:15])([CH3:16])[C:7]=2[CH:6]=[CH:5][C:4]=1[CH2:17][NH:18][C:19]([C:21]1[CH:22]=[CH:23][C:24]([C:25]([O:27][CH2:28][CH:29]=[CH2:30])=[O:26])=[CH:31][CH:32]=1)=[O:20])(=[O:41])[CH3:40]. The product is C(C)(=O)OCC1=C(C=CC=2C(CCC(C12)(C)C)(C)C)CNC(=O)C1=CC=C(C(=O)OCC=C)C=C1 (allyl 4-[α-acetoxymethyl-(5,6,7,8-tetrahydro-5,5,8,8-tetramethyl-2-naphthyl)methylcarbamoyl]benzoate). Reactants: OCC1=C(C=CC=2C(CCC(C12)(C)C)(C)C)CNC(=O)C1=CC=C(C(=O)OCC=C)C=C1 (allyl 4-[α-hydroxymethyl-(5,6,7,8-tetrahydro-5,5,8,8-tetramethyl-2-naphthyl)methylcarbamoyl]benzoate), N1=CC=CC=C1 (pyridine), C(C)(=O)OC(C)=O (acetic anhydride). Run in O (water). Procedure: 395 mg (0.9 mmol) of allyl 4-[α-hydroxymethyl-(5,6,7,8-tetrahydro-5,5,8,8-tetramethyl-2-naphthyl)methylcarbamoyl]benzoate, 15 ml of pyridine and 200 μl (1.8 mmol) of acetic anhydride were introduced into a round-bottomed flask. The mixture was stirred at room temperature for 8 hours, the reaction medium was poured into water, and extracted with ethyl ether. The organic phase was decanted off, washed with water, dried over magnesium sulfate and evaporated. 435 mg (100%) of the expected compound w... Reactants: COC(C1=C(C=C(C=C1)C)NS(=O)(=O)C1=CC=CC=2C1=NSN2)=O (2-(benzo[1,2,5]thiadiazole-4-sulfonylamino)-4-methylbenzoic acid methyl ester), O[Li].O (LiOH.H2O), Cl (HCl). The solvent is C1CCOC1.O (THF water). Conditions: time 16 hour. The product is N1=C2C(=NS1)C(=CC=C2)S(=O)(=O)NC2=C(C(=O)O)C=CC(=C2)C (2-(Benzo[1,2,5]thiadiazole-4-sulfonylamino)-4-methylbenzoic acid). The yield is 74.4%. Reaction SMILES: C[O:2][C:3](=[O:24])[C:4]1[CH:9]=[CH:8][C:7]([CH3:10])=[CH:6][C:5]=1[NH:11][S:12]([C:15]1[C:20]2=[N:21][S:22][N:23]=[C:19]2[CH:18]=[CH:17][CH:16]=1)(=[O:14])=[O:13].O[Li].O.Cl>C1COCC1.O>[N:23]1[S:22][N:21]=[C:20]2[C:15]([S:12]([NH:11][C:5]3[CH:6]=[C:7]([CH3:10])[CH:8]=[CH:9][C:4]=3[C:3]([OH:24])=[O:2])(=[O:13])=[O:14])=[CH:16][CH:17]=[CH:18][C:19]=12 |f:1.2,4.5|. Procedure: A solution of 2-(benzo[1,2,5]thiadiazole-4-sulfonylamino)-4-methylbenzoic acid methyl ester (1.22 g, 3.36 mmol) in 3:1 THF/water (10 mL) was treated with LiOH.H2O (1.41 g, 33.6 mmol) and was stirred at rt for 16 h. The mixture was acidified with 1 N HCl, and the resulting precipitate was collected by filtration, washing with water. Drying in air provided the title acid as a tan solid (0.89 g, 2.5 mmol, 74%). 1H NMR (500 MHz, CDCl3): 11.16 (s, 1H), 8.38 (dd, J=7.0, 1.0, 1H), 8.22 (dd, J=8.8, 1.0,...